From a dataset of the Open Reaction Database (ORD), a public repository of structured organic reaction records. describe an organic reaction: reactants, conditions, products, and yield Reactants: N(NC(=O)OC(C)(C)C)C(=O)OCCC1=CC=C(C=C1)NC(=O)C=1N=C(SC1)NC(C)=O (2-[4-({[2-(acetylamino)-1,3-thiazol-4-yl]carbonyl}amino)phenyl]ethyl tert-butyl hydrazine-1,2-dicarboxylate), O1CCOCC1.Cl (hydrogen chloride dioxane). The solvent is ClCCl (dichloromethane). Conditions: time 18 hour. Yields the product Cl.N(N)C(=O)OCCC1=CC=C(C=C1)NC(=O)C=1N=C(SC1)NC(C)=O (2-[4-({[2-(acetylamino)-1,3-thiazol-4-yl]carbonyl}amino)phenyl]ethyl hydrazinecarboxylate hydrochloride). Isolated yield 87.8%. As a reaction SMILES: [NH:1]([C:10]([O:12][CH2:13][CH2:14][C:15]1[CH:20]=[CH:19][C:18]([NH:21][C:22]([C:24]2[N:25]=[C:26]([NH:29][C:30](=[O:32])[CH3:31])[S:27][CH:28]=2)=[O:23])=[CH:17][CH:16]=1)=[O:11])[NH:2]C(OC(C)(C)C)=O.O1CCOCC1.[ClH:39]>ClCCl>[ClH:39].[NH:1]([C:10]([O:12][CH2:13][CH2:14][C:15]1[CH:16]=[CH:17][C:18]([NH:21][C:22]([C:24]2[N:25]=[C:26]([NH:29][C:30](=[O:32])[CH3:31])[S:27][CH:28]=2)=[O:23])=[CH:19][CH:20]=1)=[O:11])[NH2:2] |f:1.2,4.5|. Reported procedure: To a suspension of 2-[4-({[2-(acetylamino)-1,3-thiazol-4-yl]carbonyl}amino)phenyl]ethyl tert-butyl hydrazine-1,2-dicarboxylate (370.8 mg, 0.800 mmol) in anhydrous dichloromethane (4 ml) was added 4M hydrogen chloride dioxane solution (4 ml), and the mixture was stirred at room temperature for 18 hr. The reaction mixture was concentrated under reduced pressure. Ethyl acetate was added to the concentrated residue, and the mixture was concentrated again under reduced pressure. The operation was per... Reactants: C(C)(C)(C)NS(=O)(=O)C1=CC(=CC=C1)C=1N=CN(C1)C1=NC(=CC(=N1)C=1SC(=CC1)Cl)C(F)(F)F (N-tert-butyl-3-{1-[4-(5-chloro-thiophen-2-yl)-6-trifluoromethyl-pyrimidin-2-yl]-1H-imidazol-4-yl}-benzenesulfonamide), C(=O)(C(F)(F)F)O (TFA). Run in ClCCl (dichloromethane). Reaction conditions: time 15 hour. Yields the product ClC1=CC=C(S1)C1=NC(=NC(=C1)C(F)(F)F)N1C=NC(=C1)C=1C=C(C=CC1)S(=O)(=O)N (3-{1-[4-(5-Chloro-thiophen-2-yl)-6-trifluoromethyl-pyrimidin-2-yl]-1H-imidazol-4-yl}-benzenesulfonamide). The yield is 29.7%. Reaction SMILES: C([NH:5][S:6]([C:9]1[CH:14]=[CH:13][CH:12]=[C:11]([C:15]2[N:16]=[CH:17][N:18]([C:20]3[N:25]=[C:24]([C:26]4[S:27][C:28]([Cl:31])=[CH:29][CH:30]=4)[CH:23]=[C:22]([C:32]([F:35])([F:34])[F:33])[N:21]=3)[CH:19]=2)[CH:10]=1)(=[O:8])=[O:7])(C)(C)C.C(O)(C(F)(F)F)=O>ClCCl>[Cl:31][C:28]1[S:27][C:26]([C:24]2[CH:23]=[C:22]([C:32]([F:35])([F:34])[F:33])[N:21]=[C:20]([N:18]3[CH:19]=[C:15]([C:11]4[CH:10]=[C:9]([S:6]([NH2:5])(=[O:8])=[O:7])[CH:14]=[CH:13][CH:12]=4)[N:16]=[CH:17]3)[N:25]=2)=[CH:30][CH:29]=1. Procedure details: To a cooled and stirred solution of N-tert-butyl-3-{1-[4-(5-chloro-thiophen-2-yl)-6-trifluoromethyl-pyrimidin-2-yl]-1H-imidazol-4-yl}-benzenesulfonamide (0.3 g) in dichloromethane (6 ml) was added TFA (6 ml) and the reaction mixture was allowed to stir at room temperature for 15 h. The mixture was evaporated to dryness, poured into 2N NaHCO3 solution (20 ml) and extracted with ethyl acetate (2×30 ml). The combined organic layers were washed with brine (20 ml), dried (MgSO4) and evaporated. Furth... Reactants: CCO, O=C1CCN(c2nc(Cl)nc(N3CC4CCC(C3)O4)n2)CC1, Nc1ccc(B(O)O)cc1, [Na+], [Na+], O=C([O-])[O-], [Pd], c1ccc(P(c2ccccc2)c2ccccc2)cc1, Cc1ccccc1, c1ccc(P(c2ccccc2)c2ccccc2)cc1, c1ccc(P(c2ccccc2)c2ccccc2)cc1, c1ccc(P(c2ccccc2)c2ccccc2)cc1. Product: Nc1ccc(-c2nc(N3CCC(=O)CC3)nc(N3CC4CCC(C3)O4)n2)cc1. RXN SMILES: [CH2:40]([OH:41])[CH3:42].[CH:1]12[CH2:2][N:3]([c:9]3[n:10][c:11]([N:16]4[CH2:17][CH2:18][C:19](=[O:22])[CH2:20][CH2:21]4)[n:12][c:13]([Cl:15])[n:14]3)[CH2:4][CH:5]([CH2:6][CH2:7]1)[O:8]2.[NH2:23][c:24]1[cH:25][cH:26][c:27]([B:30]([OH:31])[OH:32])[cH:28][cH:29]1.[Na+:43].[Na+:44].[O-:45][C:46](=[O:47])[O-:48].[Pd:49].[c:107]1([P:108]([c:109]2[cH:110][cH:111][cH:112][cH:113][cH:114]2)[c:115]2[cH:116][cH:117][cH:118][cH:119][cH:120]2)[cH:121][cH:122][cH:123][cH:124][cH:125]1.[c:33]1([CH3:34])[cH:35][cH:36][cH:37][cH:38][cH:39]1.[c:50]1([P:51]([c:52]2[cH:53][cH:54][cH:55][cH:56][cH:57]2)[c:58]2[cH:59][cH:60][cH:61][cH:62][cH:63]2)[cH:64][cH:65][cH:66][cH:67][cH:68]1.[c:69]1([P:70]([c:71]2[cH:72][cH:73][cH:74][cH:75][cH:76]2)[c:77]2[cH:78][cH:79][cH:80][cH:81][cH:82]2)[cH:83][cH:84][cH:85][cH:86][cH:87]1.[c:88]1([P:89]([c:90]2[cH:91][cH:92][cH:93][cH:94][cH:95]2)[c:96]2[cH:97][cH:98][cH:99][cH:100][cH:101]2)[cH:102][cH:103][cH:104][cH:105][cH:106]1>>[CH:1]12[CH2:2][N:3]([c:9]3[n:10][c:11]([N:16]4[CH2:17][CH2:18][C:19](=[O:22])[CH2:20][CH2:21]4)[n:12][c:13](-[c:27]4[cH:26][cH:25][c:24]([NH2:23])[cH:29][cH:28]4)[n:14]3)[CH2:4][CH:5]([CH2:6][CH2:7]1)[O:8]2. Starting materials: COc1ccc(C2=CCN(C(=O)OC(C)(C)C)CC2)c2sc(NC(=O)c3ccnc(C)c3)nc12, C1CCOC1, CO. The product is COc1ccc(C2CCN(C(=O)OC(C)(C)C)CC2)c2sc(NC(=O)c3ccnc(C)c3)nc12. As a reaction SMILES: [C:1]([CH3:2])([CH3:3])([CH3:4])[O:5][C:6](=[O:7])[N:8]1[CH2:9][CH2:10][C:11]([c:14]2[cH:15][cH:16][c:17]([O:33][CH3:34])[c:18]3[n:19][c:20]([NH:23][C:24](=[O:25])[c:26]4[cH:27][c:28]([CH3:32])[n:29][cH:30][cH:31]4)[s:21][c:22]23)=[CH:12][CH2:13]1.[CH2:35]1[O:36][CH2:37][CH2:38][CH2:39]1.[CH3:40][OH:41]>>[C:1]([CH3:2])([CH3:3])([CH3:4])[O:5][C:6](=[O:7])[N:8]1[CH2:9][CH2:10][CH:11]([c:14]2[cH:15][cH:16][c:17]([O:33][CH3:34])[c:18]3[n:19][c:20]([NH:23][C:24](=[O:25])[c:26]4[cH:27][c:28]([CH3:32])[n:29][cH:30][cH:31]4)[s:21][c:22]23)[CH2:12][CH2:13]1. The reactants are O (Water), Cl (HCl), COC[C@@H](OC=1C=C(C#N)C=C(C1)OC1=CC=C(C=C1)S(=O)(=O)C)C (3-[(1S)-2-Methoxy-1-methylethoxy]-5-[4-(methylsulfonyl)phenoxy]benzonitrile), [OH-].[Na+] (sodium hydroxide). Yields the product COC[C@@H](OC=1C=C(C(=O)O)C=C(C1)OC1=CC=C(C=C1)S(=O)(=O)C)C (3-[(1S)-2-Methoxy-1-methylethoxy]-5-[4-(methylsulfonyl)phenoxy]benzoic acid). Reported procedure: 3-[(1S)-2-Methoxy-1-methylethoxy]-5-[4-(methylsulfonyl)phenoxy]benzonitrile (0.1 g, 0.27 mmol) was dissolved in ethanol (1.0 ml) and charged to a 5 ml round bottomed flask equipped with condenser and magnetic stirrer. Water (0.2 ml, 11.1 mmol) was added, followed by sodium hydroxide (18.9M in water, 0.2 ml, 3.78 mmol). The reaction mixture was heated to reflux for 18 hours. The reaction mixture was cooled to ambient temperature, and the solvent was evaporated in vacuo. The residue was partitione... Solvent: C(C)O (ethanol), CC(C)(C)OC (MTBE). As a reaction SMILES: [CH3:1][O:2][CH2:3][C@H:4]([CH3:25])[O:5][C:6]1[CH:7]=[C:8]([CH:11]=[C:12]([O:14][C:15]2[CH:20]=[CH:19][C:18]([S:21]([CH3:24])(=[O:23])=[O:22])=[CH:17][CH:16]=2)[CH:13]=1)[C:9]#N.[OH2:26].[OH-:27].[Na+].Cl>C(O)C.CC(OC)(C)C>[CH3:1][O:2][CH2:3][C@H:4]([CH3:25])[O:5][C:6]1[CH:7]=[C:8]([CH:11]=[C:12]([O:14][C:15]2[CH:20]=[CH:19][C:18]([S:21]([CH3:24])(=[O:23])=[O:22])=[CH:17][CH:16]=2)[CH:13]=1)[C:9]([OH:27])=[O:26] |f:2.3|. Isolated yield 97.4%. Reactants: P(=O)(Cl)(Cl)Cl (phosphorus oxychloride), FC(C=1C=C(C=CC1)N1N=CC=C1)(F)F (1-(m-trifluoromethylphenyl)-pyrazole), CN(C=O)C (dimethylformamide). Run at temperature 100 celsius, time 8 hour. The product is FC(C=1C=C(C=CC1)N1N=CC(=C1)C=O)(F)F (1-(m-trifluoromethylphenyl)pyrazole-4-carboxaldehyde). Isolated yield 57.0%. As a reaction SMILES: P(Cl)(Cl)(Cl)=O.[F:6][C:7]([F:20])([F:19])[C:8]1[CH:9]=[C:10]([N:14]2[CH:18]=[CH:17][CH:16]=[N:15]2)[CH:11]=[CH:12][CH:13]=1.CN(C)[CH:23]=[O:24]>>[F:20][C:7]([F:6])([F:19])[C:8]1[CH:9]=[C:10]([N:14]2[CH:18]=[C:17]([CH:23]=[O:24])[CH:16]=[N:15]2)[CH:11]=[CH:12][CH:13]=1. Procedure details: Into a 500 ml., 2-neck flask, fitted with a condenser and a magnetic stirrer, containing 60.5 ml. (0.78 M.) of absolute dimethylformamide (dried over 3A sieves) is slowly added, while the temperature is maintained at less than 10° C., 36.9 ml. (0.39 M.) of phosphorus oxychloride, after which time the reaction mixture is allowed to stand at room temperature until a bright red color develops (typically, between 30 and 60 minutes). To the resultant reaction mixture is then added 23.2 g. (0.109 M.) ... Reaction SMILES: Cl.[CH3:2][C:3]1([CH2:8][OH:9])[CH2:7][CH2:6][NH:5][CH2:4]1.[CH3:10][C:11]1[CH:12]=[C:13]([CH:16]=[CH:17][C:18]=1[O:19][CH:20]1[CH2:23][N:22]([C:24]([C:26]2[O:27][C:28]([C:31]3[CH:36]=[CH:35][CH:34]=[CH:33][CH:32]=3)=[N:29][N:30]=2)=[O:25])[CH2:21]1)[CH:14]=O.[Na].[C:38]([O-])(O)=[O:39].[Na+]>ClCCl.C1COCC1>[OH:9][CH2:8][C:3]1([CH3:2])[CH2:7][CH2:6][N:5]([CH2:14][C:13]2[CH:16]=[CH:17][C:18]([O:19][CH:20]3[CH2:23][N:22]([C:24]([C:26]4[O:27][C:28]([C:31]5[CH:32]=[CH:33][C:34]([O:39][CH3:38])=[CH:35][CH:36]=5)=[N:29][N:30]=4)=[O:25])[CH2:21]3)=[C:11]([CH3:10])[CH:12]=2)[CH2:4]1 |f:0.1,4.5,^1:36|. Product: OCC1(CN(CC1)CC1=CC(=C(OC2CN(C2)C(=O)C=2OC(=NN2)C2=CC=C(C=C2)OC)C=C1)C)C ((3-(4-((3-(hydroxymethyl)-3-methylpyrrolidin-1-yl)methyl)-2-methylphenoxy)azetidin-1-yl)(5-(4-methoxyphenyl)-1,3,4-oxadiazol-2-yl)methanone). Starting materials: [Na] (sodium), Cl.CC1(CNCC1)CO ((3-methylpyrrolidin-3-yl)methanol hydrochloride), TEA, CC=1C=C(C=O)C=CC1OC1CN(C1)C(=O)C=1OC(=NN1)C1=CC=CC=C1 (3-Methyl-4-(1-(5-Phenyl-1,3,4-oxadiazole-2-carbonyl)azetidin-3-yloxy)benzaldehyde), C(=O)(O)[O-].[Na+] (NaHCO3). The solvent is C1CCOC1 (THF), ClCCl (dichloromethane). Run at time 5 minute. Procedure details: Intermediate 84A (0.095 g, 0.63 mmol) was dissolved in dichloromethane (6 mL), THF (1 mL) and TEA (0.106 mL, 0.76 mmol). Intermediate 74A (0.120 g, 0.31 mmol) was added and the mixture stirred at RT for 5 min. and then sodium triacetoxyhydroborate (0.129 g, 0.61 mmol) was added. The mixture was stirred at RT for 21 h. Aqueous NaHCO3 (8%, 6 mL) was added and the mixture was filtered through a phase separator, dichloromethane (4 mL) was added and the solvent was removed by evaporation. The product... Starting materials: ClC=1C=C2CCC(OC2=CC1O)C(=O)OCC (ethyl 6-chloro-7-hydroxychroman-2-carboxylate), [H-].[Na+] (NaH), C(C1=CC=CC=C1)Br (benzylbromide). The solvent is C1CCOC1 (THF). Conditions: time 20 minute. Yields the product C(C1=CC=CC=C1)OC1=C(C=C2CCC(OC2=C1)C(=O)OC)Cl (Methyl 7-Benzyloxy-6-chlorochroman-2-carboxylate). Yield: 6.9%. RXN SMILES: [Cl:1][C:2]1[CH:3]=[C:4]2[C:9](=[CH:10][C:11]=1[OH:12])[O:8][CH:7]([C:13]([O:15][CH2:16]C)=[O:14])[CH2:6][CH2:5]2.[H-].[Na+].[CH2:20](Br)[C:21]1[CH:26]=[CH:25][CH:24]=[CH:23][CH:22]=1>C1COCC1>[CH2:20]([O:12][C:11]1[CH:10]=[C:9]2[C:4]([CH2:5][CH2:6][CH:7]([C:13]([O:15][CH3:16])=[O:14])[O:8]2)=[CH:3][C:2]=1[Cl:1])[C:21]1[CH:26]=[CH:25][CH:24]=[CH:23][CH:22]=1 |f:1.2|. Reported procedure: A solution of ethyl 6-chloro-7-hydroxychroman-2-carboxylate (3.0 g, 11.7 mmol) in THF is treated with NaH (3.0 equiv, 35 mmol) at 0° C., stirred for 20 minutes, treated with benzylbromide (3.0 g, 17.5 mmol), stirred for 16 hr, concentrated and diluted with water and EtOAc. The aqueous phase is separated, acidified to pH 1-2 with 2N HCl and extracted with EtOAc. The extracts are combined, dried over MgSO4 and concentrated in vacuo. The resultant residue is dissolved in methanol, treated with a ca... The reactants are CN(C)C=O, Nc1nc(C(=NOCF)C(=O)O)ns1, C1CCOC1, O, O=P(Cl)(Cl)Cl. The product is Nc1nc(C(=NOCF)C(=O)Cl)ns1. RXN SMILES: [CH3:20][N:21]([CH3:22])[CH:23]=[O:24].[NH2:1][c:2]1[n:3][c:4]([C:7]([C:8](=[O:9])[OH:10])=[N:11][O:12][CH2:13][F:14])[n:5][s:6]1.[O:26]1[CH2:27][CH2:28][CH2:29][CH2:30]1.[OH2:25].[P:15]([Cl:16])([Cl:17])([Cl:18])=[O:19]>>[NH2:1][c:2]1[n:3][c:4]([C:7]([C:8](=[O:9])[Cl:17])=[N:11][O:12][CH2:13][F:14])[n:5][s:6]1. RXN SMILES: [Br:1][c:2]1[c:3](-[n:11]2[cH:12][c:13]([C:22]#[N:23])[c:14]3[c:15]([CH3:21])[cH:16][c:17]([CH3:20])[n:18][c:19]23)[cH:4][cH:5][c:6]([CH:8]([CH3:9])[CH3:10])[cH:7]1.[C:34]([O:35][CH2:36][CH3:37])(=[O:38])[CH3:39].[CH3:24][O:25][C:26]([O:27][CH3:28])([CH3:29])[CH2:30][CH:31]=[O:32].[CH3:40][CH2:41][CH2:42][CH2:43][CH2:44][CH3:45].[CH3:46][CH2:47][OH:48].[CH3:49][CH2:50][O:51][C:52](=[O:53])[CH3:54].[ClH:33]>>[Br:1][c:2]1[c:3](-[n:11]2[cH:12][c:13]([C:22]#[N:23])[c:14]3[cH:15][cH:16][c:17]([CH3:20])[n:18][c:19]23)[cH:4][cH:5][c:6]([CH:8]([CH3:9])[CH3:10])[cH:7]1. The reactants are Cc1cc(C)c2c(C#N)cn(-c3ccc(C(C)C)cc3Br)c2n1, CCOC(C)=O, COC(C)(CC=O)OC, CCCCCC, CCO, CCOC(C)=O, Cl. Yields the product Cc1ccc2c(C#N)cn(-c3ccc(C(C)C)cc3Br)c2n1.